Dataset: the Open Reaction Database (ORD), a public repository of structured organic reaction records. Task: describe an organic reaction: reactants, conditions, products, and yield Reactants: CC=CCBr, CCOCC, [H-], [H][H], [Na+], O, CC(=NO)c1ccc(N2C(=O)CNC2=O)cc1. Yields the product CC=CCON=C(C)c1ccc(N2C(=O)CNC2=O)cc1. Reaction SMILES: [CH2:22]([CH:23]=[CH:24][CH3:25])[Br:26].[CH3:27][CH2:28][O:29][CH2:30][CH3:31].[H-:18].[H:20][H:21].[Na+:19].[OH2:32].[OH:1][N:2]=[C:3]([CH3:4])[c:5]1[cH:6][cH:7][c:8]([N:11]2[C:12](=[O:17])[NH:13][CH2:14][C:15]2=[O:16])[cH:9][cH:10]1>>[O:1]([N:2]=[C:3]([CH3:4])[c:5]1[cH:6][cH:7][c:8]([N:11]2[C:12](=[O:17])[NH:13][CH2:14][C:15]2=[O:16])[cH:9][cH:10]1)[CH2:22][CH:23]=[CH:24][CH3:25].